Dataset: the Open Reaction Database (ORD), a public repository of structured organic reaction records. Task: describe an organic reaction: reactants, conditions, products, and yield Starting materials: ClC=1C=C2C(=CC=3N(C2=CC1)C(=NN3)C)C3=C(C=CC=C3)F (7-chloro-1-methyl-5-(o-fluorophenyl)-s-triazolo[4,3-a]quinoline), I(=O)(=O)(=O)[O-].[Na+] (sodium periodate). The reagents and catalysts are [Ru](=O)=O (ruthenium dioxide). Product: FC1=C(C=CC=C1)C(C1=C(C=CC(=C1)Cl)N1C(=NN=C1)C)=O (2'-fluoro-5-chloro-2-(3-methyl-4H-1,2,4-triazol-4-yl)benzophenone). As a reaction SMILES: [Cl:1][C:2]1[CH:3]=[C:4]2[C:9](=[CH:10][CH:11]=1)[N:8]1[C:12](C)=[N:13][N:14]=[C:7]1[CH:6]=[C:5]2[C:16]1[CH:21]=[CH:20][CH:19]=[CH:18][C:17]=1[F:22].I([O-])(=O)(=O)=[O:24].[Na+]>[Ru](=O)=O>[F:22][C:17]1[CH:18]=[CH:19][CH:20]=[CH:21][C:16]=1[C:5](=[O:24])[C:4]1[CH:3]=[C:2]([Cl:1])[CH:11]=[CH:10][C:9]=1[N:8]1[CH:12]=[N:13][N:14]=[C:7]1[CH3:6] |f:1.2|. Reported procedure: In the manner given in Example 3, 7-chloro-1-methyl-5-(o-fluorophenyl)-s-triazolo[4,3-a]quinoline is oxidized at low temperature with sodium periodate and ruthenium dioxide to give 2'-fluoro-5-chloro-2-(3-methyl-4H-1,2,4-triazol-4-yl)benzophenone. Starting materials: BrC=1C=C(C=C2C=CNC12)[N+](=O)[O-] (7-bromo-5-nitroindole), C(Cl)(Cl)Cl (CHCl3). Reagents/catalysts: [Pd] (Pd/C). Solvent: C(C)(C)O (isopropanol). Yields the product BrC=1C=C(C=C2C=CNC12)N (7-Bromo-5-aminoindole). Isolated yield 71.4%. RXN SMILES: [Br:1][C:2]1[CH:3]=[C:4]([N+:11]([O-])=O)[CH:5]=[C:6]2[C:10]=1[NH:9][CH:8]=[CH:7]2.C(Cl)(Cl)Cl>C(O)(C)C.[Pd]>[Br:1][C:2]1[CH:3]=[C:4]([NH2:11])[CH:5]=[C:6]2[C:10]=1[NH:9][CH:8]=[CH:7]2. Reported procedure: A solution of 7-bromo-5-nitroindole (0.68 g, 2.8 mmol) hydrazine (1.0 mL, 31 mmol) and 10% Pd/C (50 mg) in 50 mL of isopropanol was stirred at reflux for 2 h. The reaction mixture was filtered and concentrated in vacuo, yielding oily residue which was subjected to column chromatography (CHCl3, neat) to produce 0.41 g (2.0 mmol, 70%) of the desired product.